This data is from the Open Reaction Database (ORD), a public repository of structured organic reaction records. The task is: describe an organic reaction: reactants, conditions, products, and yield The reactants are COc1ccc(Br)c([N+](=O)[O-])c1, O=[N+]([O-])O, O=S(=O)(O)O. The product is COc1ccc(Br)c([N+](=O)[O-])c1[N+](=O)[O-]. As a reaction SMILES: [Br:1][c:2]1[c:3]([N+:10](=[O:11])[O-:12])[cH:4][c:5]([O:8][CH3:9])[cH:6][cH:7]1.[OH:13][N+:14]([O-:15])=[O:16].[S:17](=[O:18])(=[O:19])([OH:20])[OH:21]>>[Br:1][c:2]1[c:3]([N+:10](=[O:11])[O-:12])[c:4]([N+:14](=[O:13])[O-:15])[c:5]([O:8][CH3:9])[cH:6][cH:7]1. The reactants are Cl.NC[C@@H]1CN(C[C@@H]1Cl)C1=C(C=C2C(C(=CN(C2=N1)C1CC1)C(=O)O)=O)F (7-(cis-3-Aminomethyl-4-chloro-1-pyrrolidinyl)1-cyclopropyl-6-fluoro-1,4-dihydro-4-oxo-1,8-naphthyridine-3-carboxylic acid hydrochloride), S(O)(O)(=O)=O (Sulfuric acid), C(C)O (ethanol). Product: NC[C@@H]1CN(C[C@@H]1Cl)C1=C(C=C2C(C(=CN(C2=N1)C1CC1)C(=O)OCC)=O)F (ethyl 7-(cis-3-aminomethyl-4-chloro-1-pyrrolidinyl)-1-cyclopropyl-6-fluoro-1,4-dihydro-4-oxo-1,8-naphthyridine-3-carboxylate). RXN SMILES: Cl.[NH2:2][CH2:3][C@H:4]1[C@@H:8]([Cl:9])[CH2:7][N:6]([C:10]2[N:19]=[C:18]3[C:13]([C:14](=[O:26])[C:15]([C:23]([OH:25])=[O:24])=[CH:16][N:17]3[CH:20]3[CH2:22][CH2:21]3)=[CH:12][C:11]=2[F:27])[CH2:5]1.S(=O)(=O)(O)O.[CH2:33](O)[CH3:34]>>[NH2:2][CH2:3][C@H:4]1[C@@H:8]([Cl:9])[CH2:7][N:6]([C:10]2[N:19]=[C:18]3[C:13]([C:14](=[O:26])[C:15]([C:23]([O:25][CH2:33][CH3:34])=[O:24])=[CH:16][N:17]3[CH:20]3[CH2:22][CH2:21]3)=[CH:12][C:11]=2[F:27])[CH2:5]1 |f:0.1|. Reported procedure: 7-(cis-3-Aminomethyl-4-chloro-1-pyrrolidinyl)1-cyclopropyl-6-fluoro-1,4-dihydro-4-oxo-1,8-naphthyridine-3-carboxylic acid hydrochloride was suspended in absolute ethanol. Sulfuric acid was added to the suspension and the mixture was refluxed for 15 hours with stirring. After evaporation of ethanol, chloroform and a 20% aqueous sodium hydroxide solution were added to the residue, and the mixture was adjusted to pH 9. The organic layer was separated and chloroform was evaporated under reduced pres... Reactants: CN1C2CN(CC2COC1)C(=O)OCC (ethyl 2-methyl-4-oxa-2,8-diazabicyclo[4.3.0]nonane-8-carboxylate), Ba(OH)2.8H2O. Run in O (water). Product: CN1C2CNCC2COC1 (2-Methyl-4-oxa-2,8-diazabicyclo[4.3.0]nonane). Reaction SMILES: [CH3:1][N:2]1[CH2:10][O:9][CH2:8][CH:7]2[CH:3]1[CH2:4][N:5](C(OCC)=O)[CH2:6]2>O>[CH3:1][N:2]1[CH2:10][O:9][CH2:8][CH:7]2[CH:3]1[CH2:4][NH:5][CH2:6]2. Procedure: 9 g (42 mmol) of ethyl 2-methyl-4-oxa-2,8-diazabicyclo[4.3.0]nonane-8-carboxylate are heated under reflux with 28 g of Ba(OH)2.8H2O in 280 ml of water overnight. The BaCO3 is filtered off with suction, the filtrate is concentrated and the residue is boiled up with dioxane. The dioxane solution is concentrated and the residue is distilled. The reactants are CN1N=C(C=C1C(=O)NC1=CC(=CC=C1)OC=1C=CC=2N(C1)C=C(N2)NC(C(F)(F)F)=O)C (1,3-dimethyl-N-[3-({2-[(trifluoroacetyl)amino]imidazo[1,2-a]pyridin-6-yl}oxy)phenyl]-1H-pyrazole-5-carboxamide), CN1N=C(N=N1)C(=O)O (2-methyl-2H-tetrazole-5-carboxylic acid), C(C(=O)Cl)(=O)Cl (oxalyl chloride), NC=1C=C(OC=2C=CC=3N(C2)C=C(N3)NC(=O)C3CC3)C=CC1 (N-[6-(3-aminophenoxy)imidazo[1,2-a]pyridin-2-yl]cyclopropanecarboxamide). Reagents/catalysts: CN(C=O)C (N,N-dimethylformamide). Solvent: CN(C(C)=O)C (N,N-dimethylacetamide), O1CCCC1 (tetrahydrofuran). Yields the product C1(CC1)C(=O)NC=1N=C2N(C=C(C=C2)OC=2C=C(C=CC2)NC(=O)C=2N=NN(N2)C)C1 (N-[3-({2-[(cyclopropylcarbonyl)amino]imidazo[1,2-a]pyridin-6-yl}oxy)phenyl]-2-methyl-2H-tetrazole-5-carboxamide). Isolated yield 54.2%. Reaction SMILES: CN1C(C(NC2C=CC=C(OC3C=CC4N(C=C(NC(=O)C(F)(F)F)N=4)C=3)C=2)=O)=CC(C)=N1.[CH3:34][N:35]1[N:39]=[N:38][C:37]([C:40]([OH:42])=O)=[N:36]1.C(Cl)(=O)C(Cl)=O.[NH2:49][C:50]1[CH:51]=[C:52]([CH:69]=[CH:70][CH:71]=1)[O:53][C:54]1[CH:55]=[CH:56][C:57]2[N:58]([CH:60]=[C:61]([NH:63][C:64]([CH:66]3[CH2:68][CH2:67]3)=[O:65])[N:62]=2)[CH:59]=1>CN(C)C=O.CN(C)C(=O)C.O1CCCC1>[CH:66]1([C:64]([NH:63][C:61]2[N:62]=[C:57]3[CH:56]=[CH:55][C:54]([O:53][C:52]4[CH:51]=[C:50]([NH:49][C:40]([C:37]5[N:38]=[N:39][N:35]([CH3:34])[N:36]=5)=[O:42])[CH:71]=[CH:70][CH:69]=4)=[CH:59][N:58]3[CH:60]=2)=[O:65])[CH2:67][CH2:68]1. Procedure: In the same manner as in Example 7-4 and using a mixture of 1-methyl-1H-tetrazole-5-carboxylic acid (1) and 2-methyl-2H-tetrazole-5-carboxylic acid (2) ((1):(2)≈1:1, 200 mg, 1.56 mmol), oxalyl chloride (141 μL, 1.72 mmol), N-[6-(3-aminophenoxy)imidazo[1,2-a]pyridin-2-yl]cyclopropanecarboxamide (70.0 mg, 0.227 mmol), tetrahydrofuran (10 mL), N,N-dimethylformamide (1 drop) and N,N-dimethylacetamide (3 mL) as starting materials, the title compound (51.5 mg, 54%) was obtained as a white solid. Starting materials: C(C1=CC=CC=C1)OC(C#N)CC=1C=CC2=C(CCC(O2)CC2=CC=C(C=C2)OCC2=CC=CC=C2)C1 (2-benzyloxy-3-[2-(4-benzyloxybenzyl)-3,4-dihydro-2H-benzopyran-6-yl]propanenitrile), C(C)O (ethanol), [OH-].[Na+] (sodium hydroxide), Cl (hydrochloric acid), O (Water). The product is C(C1=CC=CC=C1)OC(C(=O)[O-])CC=1C=CC2=C(CCC(O2)CC2=CC=C(C=C2)OCC2=CC=CC=C2)C1.[Na+] (Sodium 2-benzyloxy-3-[-2-(4-benzyloxybenzyl)-3,4-dihydro-2H-benzopyran-6-yl]propanoate). Reaction SMILES: [CH2:1]([O:8][CH:9]([CH2:12][C:13]1[CH:14]=[CH:15][C:16]2[O:21][CH:20]([CH2:22][C:23]3[CH:28]=[CH:27][C:26]([O:29][CH2:30][C:31]4[CH:36]=[CH:35][CH:34]=[CH:33][CH:32]=4)=[CH:25][CH:24]=3)[CH2:19][CH2:18][C:17]=2[CH:37]=1)[C:10]#N)[C:2]1[CH:7]=[CH:6][CH:5]=[CH:4][CH:3]=1.C(O)C.[OH-:41].[Na+:42].Cl.[OH2:44]>>[CH2:1]([O:8][CH:9]([CH2:12][C:13]1[CH:14]=[CH:15][C:16]2[O:21][CH:20]([CH2:22][C:23]3[CH:28]=[CH:27][C:26]([O:29][CH2:30][C:31]4[CH:36]=[CH:35][CH:34]=[CH:33][CH:32]=4)=[CH:25][CH:24]=3)[CH2:19][CH2:18][C:17]=2[CH:37]=1)[C:10]([O-:44])=[O:41])[C:2]1[CH:7]=[CH:6][CH:5]=[CH:4][CH:3]=1.[Na+:42] |f:2.3,6.7|. Procedure details: A mixture of 2-benzyloxy-3-[2-(4-benzyloxybenzyl)-3,4-dihydro-2H-benzopyran-6-yl]propanenitrile (0.23 g, 0.47 mmol), ethanol (10 ml) and 6N sodium hydroxide (2 ml) was heated to reflux for 5 hours. Water (50 ml) was added and the solution was acidified with concentrated hydrochloric acid (2 ml), then extracted with ethyl acetate (2×). The combined organic layers were washed with brine, dried over magnesium sulfate and concentrated to an oil (0.19 g). The product was dissolved in methanol and tre... Starting materials: BrC1=CC(=C(C2=C1OC(C2)C)N2C(N(C(=CC2=O)C(F)(F)F)C)=O)F (3-(7-Bromo-5-fluoro-2-methyl-2,3-dihydrobenzo[b]furan-4-yl)-1-methyl-6-trifluoromethyl-2,4(1H,3H)-pyrimidinedione), C[Si](C)(C)C#C (trimethylsilylacetylene). The reagents and catalysts are [Cu]I (copper(I) iodide). Solvent: CN(C)C=O (DMF), C(C)N(CC)CC (triethylamine), C(C)N(CC)CC (triethylamine). Product: FC1=C(C2=C(OC(C2)C)C(=C1)C#C[Si](C)(C)C)N1C(N(C(=CC1=O)C(F)(F)F)C)=O (3-{5-fluoro-2-methyl-7-[2-(trimethylsilyl)-1-ethynyl]-2,3-dihydrobenzo[b]furan-4-yl}-1-methyl-6-trifluoromethyl-2,4(1H,3H)-pyrimidinedione). Isolated yield 33.4%. RXN SMILES: Br[C:2]1[C:7]2[O:8][CH:9]([CH3:11])[CH2:10][C:6]=2[C:5]([N:12]2[C:17](=[O:18])[CH:16]=[C:15]([C:19]([F:22])([F:21])[F:20])[N:14]([CH3:23])[C:13]2=[O:24])=[C:4]([F:25])[CH:3]=1.[CH3:26][Si:27]([C:30]#[CH:31])([CH3:29])[CH3:28]>C(N(CC)CC)C.CN(C=O)C.[Cu]I>[F:25][C:4]1[CH:3]=[C:2]([C:31]#[C:30][Si:27]([CH3:29])([CH3:28])[CH3:26])[C:7]2[O:8][CH:9]([CH3:11])[CH2:10][C:6]=2[C:5]=1[N:12]1[C:17](=[O:18])[CH:16]=[C:15]([C:19]([F:20])([F:21])[F:22])[N:14]([CH3:23])[C:13]1=[O:24]. Procedure: 3-(7-Bromo-5-fluoro-2-methyl-2,3-dihydrobenzo[b]furan-4-yl)-1-methyl-6-trifluoromethyl-2,4(1H,3H)-pyrimidinedione (1.15 g), trimethylsilylacetylene (0.53 g), a palladium chloride-ditriphenylphosphine complex (95 mg) and copper(I) iodide (27 mg) was suspended in triethylamine (11 ml) and DMF (3 ml), and the mixture was stirred at 50° C. for 12 hours. After the reaction, triethylamine was distilled off under reduced pressure. Ethyl acetate was added thereto, and the insolubles were filtered. Then,... Starting materials: C(C)(C)C=1C(NC(NC1SC1=CC(=CC(=C1)C)C)=O)=O (5-Isopropyl-6-(3,5-dimethylphenyl)thio-2,4-pyrimidinedione), CC=1C=C(CBr)C=C(C1)C (3,5-dimethylbenzyl bromide). Product: CC=1C=C(CN2C(NC(C(=C2SC2=CC(=CC(=C2)C)C)C(C)C)=O)=O)C=C(C1)C (1-(3,5-Dimethylbenzyl)-5-isopropyl-6-(3,5-dimethylphenyl)thio-2,4-pyrimidinedione). Yield: 56.3%. Reaction SMILES: [CH:1]([C:4]1[C:5](=[O:20])[NH:6][C:7](=[O:19])[NH:8][C:9]=1[S:10][C:11]1[CH:16]=[C:15]([CH3:17])[CH:14]=[C:13]([CH3:18])[CH:12]=1)([CH3:3])[CH3:2].[CH3:21][C:22]1[CH:23]=[C:24]([CH:27]=[C:28]([CH3:30])[CH:29]=1)[CH2:25]Br>>[CH3:21][C:22]1[CH:29]=[C:28]([CH:27]=[C:24]([CH3:25])[CH:23]=1)[CH2:30][N:8]1[C:9]([S:10][C:11]2[CH:12]=[C:13]([CH3:18])[CH:14]=[C:15]([CH3:17])[CH:16]=2)=[C:4]([CH:1]([CH3:3])[CH3:2])[C:5](=[O:20])[NH:6][C:7]1=[O:19]. Procedure: 5-Isopropyl-6-(3,5-dimethylphenyl)thio-2,4-pyrimidinedione and 3,5-dimethylbenzyl bromide were reacted by the same way with the example 1 to obtain the titled compound (230 mg, yield: 56.3%).